Dataset: the Open Reaction Database (ORD), a public repository of structured organic reaction records. Task: describe an organic reaction: reactants, conditions, products, and yield Starting materials: CC(=O)Cl, Cc1ccccc1, CCCCc1ccc(NC(=S)NC(=O)OC)c(N)c1. Yields the product CCCCc1ccc(NC(=S)NC(=O)OC)c(NC(C)=O)c1. As a reaction SMILES: [CH3:1][C:2]([Cl:3])=[O:4].[CH3:24][c:25]1[cH:26][cH:27][cH:28][cH:29][cH:30]1.[CH3:5][O:6][C:7](=[O:8])[NH:9][C:10](=[S:11])[NH:12][c:13]1[c:14]([NH2:23])[cH:15][c:16]([CH2:19][CH2:20][CH2:21][CH3:22])[cH:17][cH:18]1>>[CH3:1][C:2](=[O:4])[NH:23][c:14]1[c:13]([NH:12][C:10]([NH:9][C:7]([O:6][CH3:5])=[O:8])=[S:11])[cH:18][cH:17][c:16]([CH2:19][CH2:20][CH2:21][CH3:22])[cH:15]1.